From a dataset of the Open Reaction Database (ORD), a public repository of structured organic reaction records. describe an organic reaction: reactants, conditions, products, and yield Starting materials: C(C)N(CCCNC1=NC(=CC=C1N)Cl)CC (2-(3-diethylamino-propylamino)-3-amino-6-chloropyridine), ClC(=O)OCC (ethyl chloroformate), Cl (hydrochloride). Product: C(C)N(CCCN1C(=NC2=C1N=C(C=C2)Cl)O)CC (1-(3-Diethylaminopropyl)-2-hydroxy-6-chloro-7-aza-benzimidazole). RXN SMILES: [CH2:1]([N:3]([CH2:16][CH3:17])[CH2:4][CH2:5][CH2:6][NH:7][C:8]1[C:13]([NH2:14])=[CH:12][CH:11]=[C:10]([Cl:15])[N:9]=1)[CH3:2].Cl[C:19](OCC)=[O:20].Cl>>[CH2:16]([N:3]([CH2:1][CH3:2])[CH2:4][CH2:5][CH2:6][N:7]1[C:8]2[N:9]=[C:10]([Cl:15])[CH:11]=[CH:12][C:13]=2[N:14]=[C:19]1[OH:20])[CH3:17]. Procedure: The production was carried out in a manner analogous to Example 1 from 20 grams of 2-(3-diethylamino-propylamino)-3-amino-6-chloropyridine and 9 ml of ethyl chloroformate. M.P. of the hydrochloride of the title compound was 203°-205° C.; yield: 14 grams. As a reaction SMILES: [CH:1]([C:3]1[CH:11]=[C:10]([O:12][CH3:13])[C:9]([O:14][CH3:15])=[CH:8][C:4]=1[C:5]([OH:7])=[O:6])=O.[C:16]1([P:22]([C:29]2[CH:34]=[CH:33][CH:32]=[CH:31][CH:30]=2)[C:23]2[CH:28]=[CH:27][CH:26]=[CH:25][CH:24]=2)[CH:21]=[CH:20][CH:19]=[CH:18][CH:17]=1.Br>C(O)(=O)C.C(#N)C.C(OCC)C>[CH3:13][O:12][C:10]1[CH:11]=[C:3]2[C:4](=[CH:8][C:9]=1[O:14][CH3:15])[C:5](=[O:6])[O:7][CH:1]2[PH2:22]([C:23]1[CH:24]=[CH:25][CH:26]=[CH:27][CH:28]=1)([C:29]1[CH:34]=[CH:33][CH:32]=[CH:31][CH:30]=1)[C:16]1[CH:17]=[CH:18][CH:19]=[CH:20][CH:21]=1. Reported procedure: A suspension of 2-formyl-4,5-dimethoxy-benzoic acid (6.43 g, 30.62 mmoles), obtained as described in example 2, triphenyl-phosphine (8.3 g, 30.62 mmoles), 30% HBr in acetic acid (8.26 ml, 30.62 mmoles) and glacial acetic acid (20 ml) under N2 was heated at 90° C. for 4.5 hours. The mixture was brought to dryness, re-dissolved in acetonitrile (50 ml) and diluted with ethyl ether up to turbidity, then cooled and filtered, and the filtrate was washed with ethyl ether and dried under vacuum to give ... Reaction conditions: temperature 90 celsius. Yield: 97.1%. Reactants: C(=O)C1=C(C(=O)O)C=C(C(=C1)OC)OC (2-formyl-4,5-dimethoxy-benzoic acid), C1(=CC=CC=C1)P(C1=CC=CC=C1)C1=CC=CC=C1 (triphenyl-phosphine), Br (HBr). Solvent: C(C)#N (acetonitrile), C(C)(=O)O (acetic acid), C(C)(=O)O (acetic acid), C(C)OCC (ethyl ether). Product: COC=1C=C2C(OC(C2=CC1OC)=O)[PH2](C1=CC=CC=C1)(C1=CC=CC=C1)C1=CC=CC=C1 (5,6-Dimethoxy-3-(triphenyl-λ6-phosphanyl)-3H-isobenzofuran-1-one). Starting materials: ClC=1N=C2N(C(C1)=O)CC[C@H](N2CC(=O)C=2N(N=CC2)C)C(F)(F)F ((8S)-2-chloro-9-[2-(2-methyl-2H-pyrazol-3-yl)-2-oxoethyl]-8-trifluoromethyl-6,7,8,9-tetrahydropyrimido[1,2-a]pyrimidin-4-one), Cl.[C@@H]12OC[C@@H](NC1)C2 ((1S,4S)-2-oxa-5-azabicyclo[2.2.1]heptane hydrochloride). Product: CN1N=CC=C1C(CN1[C@@H](CCN2C1=NC(=CC2=O)N2[C@@H]1CO[C@H](C2)C1)C(F)(F)F)=O ((8S)-9-[2-(2-methyl-2H-pyrazol-3-yl)-2-oxoethyl]-2-(1S,4S)-2-oxa-5-azabicyclo[2.2.1]hept-5-yl-8-trifluoromethyl-6,7,8,9-tetrahydropyrimido[1,2-a]pyrimidin-4-one). As a reaction SMILES: Cl[C:2]1[N:3]=[C:4]2[N:12]([CH2:13][C:14]([C:16]3[N:17]([CH3:21])[N:18]=[CH:19][CH:20]=3)=[O:15])[C@H:11]([C:22]([F:25])([F:24])[F:23])[CH2:10][CH2:9][N:5]2[C:6](=[O:8])[CH:7]=1.Cl.[C@H:27]12[CH2:33][C@H:30]([NH:31][CH2:32]1)[CH2:29][O:28]2>>[CH3:21][N:17]1[C:16]([C:14](=[O:15])[CH2:13][N:12]2[C:4]3=[N:3][C:2]([N:31]4[CH2:32][C@@H:27]5[CH2:33][C@H:30]4[CH2:29][O:28]5)=[CH:7][C:6](=[O:8])[N:5]3[CH2:9][CH2:10][C@H:11]2[C:22]([F:25])([F:24])[F:23])=[CH:20][CH:19]=[N:18]1 |f:1.2|. Procedure: 230 mg (0.61 mmol) of (8S)-2-chloro-9-[2-(2-methyl-2H-pyrazol-3-yl)-2-oxoethyl]-8-trifluoromethyl-6,7,8,9-tetrahydropyrimido[1,2-a]pyrimidin-4-one and 107.90 mg (0.79 mmol) of (1S,4S)-2-oxa-5-azabicyclo[2.2.1]heptane hydrochloride were used in the reaction. After purification by chromatography on silica gel (eluent: 60/40 DCM/MeOH), 160 mg of (8S)-9-[2-(2-methyl-2H-pyrazol-3-yl)-2-oxoethyl]-2-(1S,4S)-2-oxa-5-azabicyclo[2.2.1]hept-5-yl-8-trifluoromethyl-6,7,8,9-tetrahydropyrimido[1,2-a]pyrimidin-... Reactants: S(=O)(=O)([O-])OS(=O)(=O)[O-] (pyrosulfate), sulfate salts, S(=O)(=O)([O-])OS(=O)(=O)[O-].[NH4+].[NH4+] (ammonium pyrosulfate), S([O-])(O)(=O)=O.[NH4+] (ammonium bisulfate), S([O-])(O)(=O)=O (bisulfate). Solvent: S(=O)(=O)([O-])[O-].[NH4+].[NH4+] (ammonium sulfate), S(=O)(=O)([O-])[O-].[NH4+].[NH4+] (ammonium sulfate), O (water), O (water), S(=O)(=O)([O-])[O-].[NH4+].[NH4+] (ammonium sulfate). The product is S(=O)(=O)([O-])[O-].[NH4+].[NH4+] (ammonium sulfate), S(O)(O)(=O)=O (sulfuric acid). Reaction SMILES: [S:1]([O:5]S([O-])(=O)=O)([O-:4])(=[O:3])=[O:2].[NH4+:10].[NH4+].[S:12](=[O:16])(=[O:15])([OH:14])[O-:13].[NH4+].S(OS([O-])(=O)=O)([O-])(=O)=O.S(=O)(=O)(O)[O-]>S([O-])([O-])(=O)=O.[NH4+].[NH4+].O>[S:1]([O-:5])([O-:4])(=[O:3])=[O:2].[NH4+:10].[NH4+:10].[S:12](=[O:14])(=[O:13])([OH:16])[OH:15] |f:0.1.2,3.4,7.8.9,11.12.13|. Procedure: At the conclusion of the thermal decomposition reaction, solids or molten liquid comprising the decomposition product are removed from the reactor or allowed to cool in the reactor. In either case, water is added to the decomposition product to produce a second stream. With ammonium sulfate as the primary compound in the ammonium sulfate (first) stream, the addition of water converts preferably all or most of the ammonium pyrosulfate which may be present to ammonium bisulfate. With other sulfate...